From a dataset of the Open Reaction Database (ORD), a public repository of structured organic reaction records. describe an organic reaction: reactants, conditions, products, and yield Reactants: C([O-])([O-])=O.[K+].[K+] (potassium carbonate), COC1=CC=C(C=C1)C1=CC=C(C=C1)O (4′-methoxy-1,1′-biphenyl-4-ol), ClC(C(=O)OC)CCC1=CCCCC1 (methyl 2-chloro-4-cyclohex-1-en-1-ylbutanoate). Solvent: CC(C(C)=O)CC (3-methyl-2-pentanone), CC(C(C)=O)CC (3-methyl-2-pentanone). Reaction conditions: time 6 hour. Product: C1(=CCCCC1)CCC(C(=O)OC)OC1=CC=C(C=C1)C1=CC=C(C=C1)OC (methyl 4-cyclohex-1-en-1-yl-2-[(4′-methoxy-1,1′-biphenyl-4-yl)oxy]butanoate). As a reaction SMILES: C(=O)([O-])[O-].[K+].[K+].[CH3:7][O:8][C:9]1[CH:14]=[CH:13][C:12]([C:15]2[CH:20]=[CH:19][C:18]([OH:21])=[CH:17][CH:16]=2)=[CH:11][CH:10]=1.Cl[CH:23]([CH2:28][CH2:29][C:30]1[CH2:35][CH2:34][CH2:33][CH2:32][CH:31]=1)[C:24]([O:26][CH3:27])=[O:25]>CC(CC)C(=O)C>[C:30]1([CH2:29][CH2:28][CH:23]([O:21][C:18]2[CH:17]=[CH:16][C:15]([C:12]3[CH:13]=[CH:14][C:9]([O:8][CH3:7])=[CH:10][CH:11]=3)=[CH:20][CH:19]=2)[C:24]([O:26][CH3:27])=[O:25])[CH2:35][CH2:34][CH2:33][CH2:32][CH:31]=1 |f:0.1.2|. Reported procedure: 1.9 g (0.0138 mol) of potassium carbonate are added to a solution of 1.4 g (0.0069 mol) of 4′-methoxy-1,1′-biphenyl-4-ol in 30 ml of 3-methyl-2-pentanone (MIBK). The mixture is refluxed for 30 minutes and a solution of 1.5 g (0.0069 mol) of methyl 2-chloro-4-cyclohex-1-en-1-ylbutanoate in 10 ml of 3-methyl-2-pentanone is then added. Refluxing is continued for a further 6 hours. After cooling to room temperature, the reaction medium is concentrated, taken up in water and extracted with ethyl acet...